This data is from the Open Reaction Database (ORD), a public repository of structured organic reaction records. The task is: describe an organic reaction: reactants, conditions, products, and yield Reported procedure: As described for example 78, 4-fluoro-3-methoxy-aniline, 4-nitrophenyl chloroformate, diisopropyl(ethyl)amine, and 7-chloro-4-(1-piperazinyl)-2-quinolinamine are reacted to afford the product as a light yellow solid. LC-MS: 430 (M++1). 1H NMR (CD3OD) δ 8.25 (m, 2H), 7.82 (m, 1H), 7.45 (s, 1H), 7.40 (d, 2H), 7.20 (d, 1H), 6.40 (s, 1H), 3.95 (s, 3H), 3.80 (m, 4H), 3.25 (m, 4H). Reactants: FC1=C(C=C(N)C=C1)OC (4-fluoro-3-methoxy-aniline), ClC1=CC=C2C(=CC(=NC2=C1)N)N1CCNCC1 (7-chloro-4-(1-piperazinyl)-2-quinolinamine), ClC(=O)OC1=CC=C(C=C1)[N+](=O)[O-] (4-nitrophenyl chloroformate), C(C)(C)N(CC)C(C)C (diisopropyl(ethyl)amine). Product: NC1=NC2=CC(=CC=C2C(=C1)N1CCN(CC1)C(=O)NC1=CC(=C(C=C1)F)OC)Cl (4-(2-Amino-7-chloro-4-quinolinyl)-N-(4-fluoro-3-methoxyphenyl)-1-piperazinecarboxamide). As a reaction SMILES: [F:1][C:2]1[CH:8]=[CH:7][C:5]([NH2:6])=[CH:4][C:3]=1[O:9][CH3:10].Cl[C:12](OC1C=CC([N+]([O-])=O)=CC=1)=[O:13].C(N(C(C)C)CC)(C)C.[Cl:33][C:34]1[CH:43]=[C:42]2[C:37]([C:38]([N:45]3[CH2:50][CH2:49][NH:48][CH2:47][CH2:46]3)=[CH:39][C:40]([NH2:44])=[N:41]2)=[CH:36][CH:35]=1>>[NH2:44][C:40]1[CH:39]=[C:38]([N:45]2[CH2:50][CH2:49][N:48]([C:12]([NH:6][C:5]3[CH:7]=[CH:8][C:2]([F:1])=[C:3]([O:9][CH3:10])[CH:4]=3)=[O:13])[CH2:47][CH2:46]2)[C:37]2[C:42](=[CH:43][C:34]([Cl:33])=[CH:35][CH:36]=2)[N:41]=1. Starting materials: CN(C)C=O (DMF), CC(C(C(=O)O)NC(=O)OCC1C2=CC=CC=C2C3=CC=CC=C13)OC(C)(C)C (N-α-Fmoc-O-t-butyl-L-threonine), N-α-Fmoc-α-methyl-2-fluoro-L-phenylalanine, amino acid, C1=CC=C2C(=C1)N=NN2O.O (HOBt monohydrate), CC(N=C=NC(C)C)C (DIC), CN(C)C=O.C(Cl)Cl (DMF DCM). The solvent is C(Cl)Cl (DCM). Yields the product peptide, C1=CC=C2C(=C1)C(=O)C(C2=O)(O)O (ninhydrin). Reaction SMILES: CC(OC(C)(C)C)C(NC(OCC1C2C(=CC=CC=2)C2C1=CC=CC=2)=O)[C:4](O)=[O:5].[CH:30]1[CH:35]=[C:34]2N=NN(O)[C:33]2=[CH:32][CH:31]=1.[OH2:40].CC(C)N=C=NC(C)C.CN([CH:53]=[O:54])C.CN([CH:58]=[O:59])C.C(Cl)Cl>C(Cl)Cl>[CH:30]1[CH:35]=[C:34]2[C:4]([C:53]([OH:54])([OH:40])[C:58](=[O:59])[C:33]2=[CH:32][CH:31]=1)=[O:5] |f:1.2,5.6|. Reported procedure: A solution of N-α-Fmoc-N-im-trityl-L-histidine or N-α-Fmoc-O-t-butyl-L-serine (0.9282 g, 1.50 mmol) and HOBt monohydrate (0.2296 g, 1.50 mmol) in DMF/DCM (1:1) (10 ml) and DIC (0.1995 g, 1.58 mmol) was added to the deprotected resin. After 90 min., the peptide-resin was washed with DMF and DCM (both 4×12 mL×1 min.) and gave a negative Kaiser ninhydrin test. After removal of the Fmoc group as described, N-α-Fmoc-O-t-butyl-L-threonine (0.6006 g, 1.51 mmol) was coupled as described in the previous ... Reactants: alkali metal salt, ClC1=C(C=C(C(=C1)S(=O)(=O)O)N)C (2-chloro-5-amino-4-toluene sulfonic acid), S(O)(O)(=O)=O (sulfuric acid). The solvent is C1(=CC=CC=C1)C (toluene). Product: C1(=CC=C(C=C1)S(=O)(=O)O)C (para-toluene sulfonic acid). As a reaction SMILES: Cl[C:2]1[CH:7]=[C:6]([S:8]([OH:11])(=[O:10])=[O:9])[C:5](N)=[CH:4][C:3]=1[CH3:13].S(=O)(=O)(O)O>C1(C)C=CC=CC=1>[C:3]1([CH3:13])[CH:4]=[CH:5][C:6]([S:8]([OH:11])(=[O:9])=[O:10])=[CH:7][CH:2]=1. Procedure details: In a typical process for preparing an aqueous solution of an alkali metal salt of 2-chloro-5-amino-4-toluene sulfonic acid, toluene is first reacted with sulfuric acid to produce para-toluene sulfonic acid as the principal product. The sulfonic acid is then reacted with chlorine to produce 2-chloro-para-toluene sulfonic acid as a principal product which is reacted with a mixture of 50 percent nitric acid and 50 percent sulfuric acid to produce 2-chloro-5-nitro-para-toluene sulfonic acid. The nit... The reactants are CCO, CCOC(=O)C1Nc2ccccc2C1(C)C, Cl, N. Yields the product CC1(C)c2ccccc2NC1C(N)=O. RXN SMILES: [CH3:19][CH2:20][OH:21].[CH3:2][C:3]1([CH3:17])[CH:4]([C:12](=[O:13])[O:14][CH2:15][CH3:16])[NH:5][c:6]2[cH:7][cH:8][cH:9][cH:10][c:11]21.[ClH:1].[NH3:18]>>[CH3:2][C:3]1([CH3:17])[CH:4]([C:12](=[O:13])[NH2:18])[NH:5][c:6]2[cH:7][cH:8][cH:9][cH:10][c:11]21. Starting materials: C1(CC1)N1CCN(CC1)C=1SC2=C(N1)C=CC(=C2)C=O (2-(4-cyclopropylpiperazin-1-yl)benzothiazole-6-carbaldehyde), C1(CC1)N (cyclopropylamine), [BH3-]C#N.[Na+] (NaCNBH3), CC(=O)O (AcOH). Run in C1CCOC1 (THF), CO (CH3OH). Yields the product C1(CC1)NCC1=CC2=C(N=C(S2)N2CCN(CC2)C2CC2)C=C1 (cyclopropyl-[2-(4-cyclopropylpiperazin-1-yl)-benzothiazol-6-ylmethyl]-amine). Yield: 79.3%. As a reaction SMILES: [CH:1]1([N:4]2[CH2:9][CH2:8][N:7]([C:10]3[S:11][C:12]4[CH:18]=[C:17]([CH:19]=O)[CH:16]=[CH:15][C:13]=4[N:14]=3)[CH2:6][CH2:5]2)[CH2:3][CH2:2]1.[CH:21]1([NH2:24])[CH2:23][CH2:22]1.CC(O)=O.[BH3-]C#N.[Na+]>C1COCC1.CO>[CH:21]1([NH:24][CH2:19][C:17]2[CH:16]=[CH:15][C:13]3[N:14]=[C:10]([N:7]4[CH2:8][CH2:9][N:4]([CH:1]5[CH2:3][CH2:2]5)[CH2:5][CH2:6]4)[S:11][C:12]=3[CH:18]=2)[CH2:23][CH2:22]1 |f:3.4|. Procedure details: To a solution of 2-(4-cyclopropylpiperazin-1-yl)benzothiazole-6-carbaldehyde (400 mg, 1.39 mmol) and cyclopropylamine (159 mg, 2.78 mmol) in a 1:3 mixture of CH3OH and THF (40 mL) was added AcOH (417 mg, 6.95 mmol), followed by NaCNBH3 (140 mg, 2.22 mmol). The mixture was heated at reflux for 12 h and then the volatiles were evaporated. Water (10 mL) was added and the mixture was extracted with CH2Cl2 (3×15 mL). The combined organic extracts were dried (Na2SO4) and concentrated. The residue was ... Starting materials: O, CC(C)c1ccccc1NC(=O)C=NO, O=S(=O)(O)O. Yields the product CC(C)c1cccc2c1NC(=O)C2=O. As a reaction SMILES: [OH2:21].[OH:6][N:7]=[CH:8][C:9](=[O:10])[NH:11][c:12]1[c:13]([CH:18]([CH3:19])[CH3:20])[cH:14][cH:15][cH:16][cH:17]1.[S:1]([OH:2])(=[O:3])(=[O:4])[OH:5]>>[O:2]=[C:8]1[C:9](=[O:10])[NH:11][c:12]2[c:13]([CH:18]([CH3:19])[CH3:20])[cH:14][cH:15][cH:16][c:17]21. Starting materials: OC1CCN(CC1)C(COC=1C(N(N=CC1)C)=O)=O (4-[2-(4-Hydroxy-piperidin-1-yl)-2-oxo-ethoxy]-2-methyl-2H-pyridazin-3-one), FC1=CC(=C(C=C1)C(C)=O)O (1-(4-fluoro-2-hydroxy-phenyl)-ethanone). The product is C(C)(=O)C1=C(OC2CCN(CC2)C(COC=2C(N(N=CC2)C)=O)=O)C=C(C=C1)F (4-{2-[4-(2-Acetyl-5-fluoro-phenoxy)-piperidin-1-yl]-2-oxo-ethoxy}-2-methyl-2H-pyridazin-3-one). Isolated yield 17.0%. RXN SMILES: [OH:1][CH:2]1[CH2:7][CH2:6][N:5]([C:8](=[O:19])[CH2:9][O:10][C:11]2[C:12](=[O:18])[N:13]([CH3:17])[N:14]=[CH:15][CH:16]=2)[CH2:4][CH2:3]1.[F:20][C:21]1[CH:26]=[CH:25][C:24]([C:27](=[O:29])[CH3:28])=[C:23](O)[CH:22]=1>>[C:27]([C:24]1[CH:25]=[CH:26][C:21]([F:20])=[CH:22][C:23]=1[O:1][CH:2]1[CH2:3][CH2:4][N:5]([C:8](=[O:19])[CH2:9][O:10][C:11]2[C:12](=[O:18])[N:13]([CH3:17])[N:14]=[CH:15][CH:16]=2)[CH2:6][CH2:7]1)(=[O:29])[CH3:28]. Reported procedure: Compound 23 is prepared from intermediate 5c and from 1-(4-fluoro-2-hydroxy-phenyl)-ethanone following synthesis method 3 (yield: 17%).